Dataset: the Open Reaction Database (ORD), a public repository of structured organic reaction records. Task: describe an organic reaction: reactants, conditions, products, and yield Solvent: ClCCl (dichloromethane), CN(C=O)C (N,N-dimethylformamide). Isolated yield 54.6%. The product is ClC1=NC2=C(C=3C=4C=CN=CC4C(C13)=O)C=CC(=C2)OCC (6-chloro-3-ethoxy-5,9-diaza-benzo[c]-fluoren-7-one). Conditions: temperature 90 celsius, time 1.5 hour. Procedure: To a suspension of 6-chloro-3-hydroxy-5,9-diaza-benzo[c]fluoren-7-one (Example 34a) (30 mg) and potassium carbonate (60 mg) in N,N-dimethylformamide (0.5 ml) was added iodoethane (25 mg) and the mixture was stirred at 90° C. for 1.5 hrs. The reaction mixture was diluted with dichloromethane and washed with water and brine. The organic solvent was dried over anhydrous sodium sulfate and evaporated to dryness. The residue was purified by silica gel column chromatography developed by dichloromethan... Reactants: ClC1=NC2=C(C=3C=4C=CN=CC4C(C13)=O)C=CC(=C2)O (6-chloro-3-hydroxy-5,9-diaza-benzo[c]fluoren-7-one), C([O-])([O-])=O.[K+].[K+] (potassium carbonate), ICC (iodoethane). RXN SMILES: [Cl:1][C:2]1[C:14]2[C:13](=[O:15])[C:12]3[CH:11]=[N:10][CH:9]=[CH:8][C:7]=3[C:6]=2[C:5]2[CH:16]=[CH:17][C:18]([OH:20])=[CH:19][C:4]=2[N:3]=1.C(=O)([O-])[O-].[K+].[K+].I[CH2:28][CH3:29]>CN(C)C=O.ClCCl>[Cl:1][C:2]1[C:14]2[C:13](=[O:15])[C:12]3[CH:11]=[N:10][CH:9]=[CH:8][C:7]=3[C:6]=2[C:5]2[CH:16]=[CH:17][C:18]([O:20][CH2:28][CH3:29])=[CH:19][C:4]=2[N:3]=1 |f:1.2.3|.